Dataset: the Open Reaction Database (ORD), a public repository of structured organic reaction records. Task: describe an organic reaction: reactants, conditions, products, and yield Procedure details: 6.66 g of the title compound was obtained from 4-methoxypyridine (2.0 mL), 4-fluorophenylmagnesium bromide (1.0 M solution in THF, 20.7 mL), and 4-bromobutyryl chloride (2.4 mL) according to the method described in Tetrahedron Letters, 1986, vol. 27, p. 4549-4552. The property values of the compound are as follows. Yields the product BrCCCC(=O)N1C(CC(C=C1)=O)C1=CC=C(C=C1)F (1-(4-bromobutyryl)-2-(4-fluorophenyl)-2,3-dihydro-1H-pyridin-4-one). The reactants are COC1=CC=NC=C1 (4-methoxypyridine), FC1=CC=C(C=C1)[Mg]Br (4-fluorophenylmagnesium bromide), BrCCCC(=O)Cl (4-bromobutyryl chloride). As a reaction SMILES: C[O:2][C:3]1[CH:8]=[CH:7][N:6]=[CH:5][CH:4]=1.[F:9][C:10]1[CH:15]=[CH:14][C:13]([Mg]Br)=[CH:12][CH:11]=1.[Br:18][CH2:19][CH2:20][CH2:21][C:22](Cl)=[O:23]>>[Br:18][CH2:19][CH2:20][CH2:21][C:22]([N:6]1[CH:7]=[CH:8][C:3](=[O:2])[CH2:4][CH:5]1[C:13]1[CH:14]=[CH:15][C:10]([F:9])=[CH:11][CH:12]=1)=[O:23].